From a dataset of the Open Reaction Database (ORD), a public repository of structured organic reaction records. describe an organic reaction: reactants, conditions, products, and yield The reactants are C(C(C)C)C1=CC=C(C=C1)C(CC=1C=C(C(=O)Cl)C=CC1)C1=CC=C(C=C1)CC(C)C (3-[2,2-bis(4-isobutylphenyl)ethyl]benzoyl chloride), Cl (hydrochloric acid), C(C(C)C)C1=CC=C(C=C1)C(CC=1C=C(C(=O)O)C=CC1)C1=CC=C(C=C1)CC(C)C (3-[2,2-Bis(4-isobutylphenyl)ethyl]benzoic acid), N1C=CC2=CC=CC=C12 (indole), solution, C[Mg]Br (methyl magnesium bromide), C(C(C)C)C1=CC=C(C=C1)C(CC=1C=C(C(=O)Cl)C=CC1)C1=CC=C(C=C1)CC(C)C (3-[2,2-bis(4-isobutylphenyl)ethyl]benzoyl chloride), C(C(=O)Cl)(=O)Cl (oxalyl chloride). Solvent: O1CCCC1 (tetrahydrofuran), C(C)(=O)OCC (ethyl acetate), O1CCCC1 (tetrahydrofuran), CCOCC (ether). Reaction conditions: temperature 20 celsius, time 1 hour. Yields the product C(C(C)C)C1=CC=C(C=C1)C(CC=1C=C(C(=O)C2=CNC3=CC=CC=C23)C=CC1)C1=CC=C(C=C1)CC(C)C (3-[3-[2,2-bis(4-isobutylphenyl)ethyl]benzoyl]indole). The yield is 34.9%. RXN SMILES: C(C1C=CC(C(C2C=CC(CC(C)C)=CC=2)CC2C=C(C=CC=2)C(O)=O)=CC=1)C(C)C.[CH2:32]([C:36]1[CH:41]=[CH:40][C:39]([CH:42]([C:53]2[CH:58]=[CH:57][C:56]([CH2:59][CH:60]([CH3:62])[CH3:61])=[CH:55][CH:54]=2)[CH2:43][C:44]2[CH:45]=[C:46]([CH:50]=[CH:51][CH:52]=2)[C:47](Cl)=[O:48])=[CH:38][CH:37]=1)[CH:33]([CH3:35])[CH3:34].C(Cl)(=O)C(Cl)=O.[NH:69]1[C:77]2[C:72](=[CH:73][CH:74]=[CH:75][CH:76]=2)[CH:71]=[CH:70]1.C[Mg]Br.Cl>O1CCCC1.CCOCC.C(OCC)(=O)C>[CH2:32]([C:36]1[CH:41]=[CH:40][C:39]([CH:42]([C:53]2[CH:58]=[CH:57][C:56]([CH2:59][CH:60]([CH3:62])[CH3:61])=[CH:55][CH:54]=2)[CH2:43][C:44]2[CH:45]=[C:46]([CH:50]=[CH:51][CH:52]=2)[C:47]([C:71]2[C:72]3[C:77](=[CH:76][CH:75]=[CH:74][CH:73]=3)[NH:69][CH:70]=2)=[O:48])=[CH:38][CH:37]=1)[CH:33]([CH3:35])[CH3:34]. Procedure: 3-[2,2-Bis(4-isobutylphenyl)ethyl]benzoic acid (1 g) was converted to 3-[2,2-bis(4-isobutylphenyl)ethyl]benzoyl chloride (1.13 g) with oxalyl chloride as an usual manner. To a solution of indole (0.918 g) in tetrahydrofuran (15 ml) was added 3M solution of methyl magnesium bromide in ether (3 ml) at 20° C., and the mixture was stirred at 20° C. for 1 hour. A solution of 3-[2,2-bis(4-isobutylphenyl)ethyl]benzoyl chloride (1.13 g) in tetrahydrofuran (15 ml) was added to the mixture at 20° C. After...